Dataset: the Open Reaction Database (ORD), a public repository of structured organic reaction records. Task: describe an organic reaction: reactants, conditions, products, and yield Starting materials: CSC (dimethylsulfide), [Cl-].[NH4+] (ammonium chloride), C1(=CC=CC=C1)S/C=C/C(C)=O ((E)-4-phenylthio-3-buten-2-one), C1(=CC=CC=C1)C1([C@H]2N(B(O1)C)CCC2)C2=CC=CC=C2 ((S)-3,3-diphenyl-1-methyltetrahydro-1H,3H-pyrrolo[1,2-c] [1,3,2] oxazaborol). The solvent is C1(=CC=CC=C1)C (toluene), C1(=CC=CC=C1)C (toluene). Reaction conditions: time 2 hour. The product is C1(=CC=CC=C1)S/C=C/[C@@H](C)O ((R,E)-4-phenylthio-3-buten-2-ol). Reaction SMILES: [C:1]1([S:7]/[CH:8]=[CH:9]/[C:10](=[O:12])[CH3:11])[CH:6]=[CH:5][CH:4]=[CH:3][CH:2]=1.C1(C2(C3C=CC=CC=3)OB(C)N3CCC[C@@H]23)C=CC=CC=1.CSC.[Cl-].[NH4+]>C1(C)C=CC=CC=1>[C:1]1([S:7]/[CH:8]=[CH:9]/[C@H:10]([OH:12])[CH3:11])[CH:6]=[CH:5][CH:4]=[CH:3][CH:2]=1 |f:3.4|. Procedure: (E)-4-phenylthio-3-buten-2-one (178 mg, 1.0 mmol), (S)-3,3-diphenyl-1-methyltetrahydro-1H,3H-pyrrolo[1,2-c] [1,3,2] oxazaborol (28 mg, 0.1 mmol) and MS4A (Nacalai Tesque Inc., 500 mg) were dried by a vacuum pump, followed by substituting with an argon gas. Dry toluene (5 ml) and dimethylsulfide (3.0 mmol) were added thereto and, after ice cooling, a solution of borane dimethylsulfide complex in toluene (1.07M, 0.65 ml, 0.7 mmol) was dropwise added. After stirring for two hours, an aqueous satura... Reactants: [O-][Si](=O)[O-].[Na+].[Na+] (water glass), [O-][Si](=O)[O-].[Na+].[Na+] (sodium water glass), [O-][Si]([O-])([O-])[O-].[K+].[K+].[K+].[K+] (potassium water glass), [Si]([O-])([O-])([O-])[O-].[Na+].[Na+].[Na+].[Na+] (sodium silicate), [O-][Si](=O)[O-].[Na+].[Na+] (water glass), [Si]([O-])([O-])([O-])[O-].[K+].[K+].[K+].[K+] (potassium silicate). Yields the product [O-][Si](=O)[O-].[Na+].[Na+] (water glass), [Si](O)(O)(O)O (silicic acid). As a reaction SMILES: [O-:1][Si:2]([O-:4])=[O:3].[Na+:5].[Na+].[O-:7][Si:8]([O-:11])([O-:10])[O-:9].[K+].[K+].[K+].[K+].[Si]([O-])([O-])([O-])[O-].[Na+].[Na+].[Na+].[Na+]>>[O-:3][Si:2]([O-:4])=[O:1].[Na+:5].[Na+:5].[Si:8]([OH:11])([OH:10])([OH:9])[OH:7] |f:0.1.2,3.4.5.6.7,8.9.10.11.12,13.14.15|. Procedure details: Colloidal silica particles commonly used as polishing particles are made by a wet chemical method, which includes the steps of: preparing a dilute solution of a water glass (e.g., sodium water glass and potassium water glass, which are primarily composed of sodium silicate and potassium silicate, respectively) solution; passing the water glass solution through a cationic exchange resin to remove metallic ions, such as Na+ and K+, from the water glass solution to form an aqueous active silicic ac... Reactants: Cl (hydrogen chloride), ClC=1C=NN(C1)C1(CC1)C#N (1-(4-chloro-1H-pyrazol-1-yl)cyclopropanecarbonitrile), C(C)O (ethanol). Conditions: time 1 hour. The product is ClC=1C=NN(C1)C1(CC1)C(OCC)=N (ethyl 1-(4-chloro-1H-pyrazol-1-yl)cyclopropanecarbimidate). RXN SMILES: Cl.[Cl:2][C:3]1[CH:4]=[N:5][N:6]([C:8]2([C:11]#[N:12])[CH2:10][CH2:9]2)[CH:7]=1.[CH2:13]([OH:15])[CH3:14]>>[Cl:2][C:3]1[CH:4]=[N:5][N:6]([C:8]2([C:11](=[NH:12])[O:15][CH2:13][CH3:14])[CH2:9][CH2:10]2)[CH:7]=1. Procedure details: Dry hydrogen chloride gas was bubbled through a solution of 1-(4-chloro-1H-pyrazol-1-yl)cyclopropanecarbonitrile (1.2 g, 0.75 mmol) in ethanol (10 mL) at 0° C. for 15 min. The mixture was then stirred at room temperature for 1 h. The solvent was removed under reduced pressure to afford ethyl 1-(4-chloro-1H-pyrazol-1-yl)cyclopropanecarbimidate. The crude material was used without further purification. The reactants are C(CCCC)N (n-pentylamine), C(C)OC(=O)C=1N=C2N(N=C(C=C2)N2CCN(CC2)C(C2=C(C=CC(=C2)F)C(F)(F)F)=O)C1 (6-[4-(5-fluoro-2-trifluoromethylbenzoyl)piperazin-1-yl]imidazo[1,2-b]pyridazine-2-carboxylic acid ethyl ester). Product: C(CCCC)NC(=O)C=1N=C2N(N=C(C=C2)N2CCN(CC2)C(C2=C(C=CC(=C2)F)C(F)(F)F)=O)C1 (6-[4-(5-FLUORO-2-TRIFLUOROMETHYLBENZOYL)PIPERAZIN-1-YL]IMIDAZO[1,2-B]PYRIDAZINE-2-CARBOXYLIC ACID PENTYLAMIDE). The yield is 39.0%. As a reaction SMILES: [CH2:1]([NH2:6])[CH2:2][CH2:3][CH2:4][CH3:5].C([O:9][C:10]([C:12]1[N:13]=[C:14]2[CH:19]=[CH:18][C:17]([N:20]3[CH2:25][CH2:24][N:23]([C:26](=[O:38])[C:27]4[CH:32]=[C:31]([F:33])[CH:30]=[CH:29][C:28]=4[C:34]([F:37])([F:36])[F:35])[CH2:22][CH2:21]3)=[N:16][N:15]2[CH:39]=1)=O)C>>[CH2:1]([NH:6][C:10]([C:12]1[N:13]=[C:14]2[CH:19]=[CH:18][C:17]([N:20]3[CH2:25][CH2:24][N:23]([C:26](=[O:38])[C:27]4[CH:32]=[C:31]([F:33])[CH:30]=[CH:29][C:28]=4[C:34]([F:35])([F:37])[F:36])[CH2:22][CH2:21]3)=[N:16][N:15]2[CH:39]=1)=[O:9])[CH2:2][CH2:3][CH2:4][CH3:5]. Procedure: Following the procedure as described in Example 1, making variations only as required to use n-pentylamine in place of isoamylamine to react with 6-[4-(5-fluoro-2-trifluoromethylbenzoyl)piperazin-1-yl]imidazo[1,2-b]pyridazine-2-carboxylic acid ethyl ester, the title compound was obtained as a white solid in 39% yield. 1H NMR (300 MHz, CDCl3) δ 8.16 (s, 1H), 7.76-7.66 (m, 2H), 7.33 (s, 1H), 7.27-7.18 (m, 1H), 7.09-7.03 (m, 1H), 6.89 (d, J=9.9 Hz, 1H), 4.05-3.94 (m, 1H), 3.91-3.8 (m, 1H), 3.69-3.5... Starting materials: O=C1CCC(CC1)(C#N)C1=NC=CC=C1 (4-oxo-1-(2-pyridinyl)cyclohexanecarbonitrile), C1(=CC=CC=C1)C1(CCNCC1)C(=O)OCC (ethyl 4-phenyl-4-piperidinecarboxylate), CC1=CC=C(C=C1)S(=O)(=O)O (4-methylbenzenesulfonic acid), CC1=CC=CC=C1 (methylbenzene). Run in O (water). Product: C(#N)C1(CC=C(CC1)N1CCC(CC1)(C(=O)OCC)C1=CC=CC=C1)C1=NC=CC=C1 (ethyl 1-[4-cyano-4-(2-pyridinyl)-1-cyclohexeneyl]-4-phenyl-4-piperidinecarboxylate). Isolated yield 45.0%. Reaction SMILES: O=[C:2]1[CH2:7][CH2:6][C:5]([C:10]2[CH:15]=[CH:14][CH:13]=[CH:12][N:11]=2)([C:8]#[N:9])[CH2:4][CH2:3]1.[C:16]1([C:22]2([C:28]([O:30][CH2:31][CH3:32])=[O:29])[CH2:27][CH2:26][NH:25][CH2:24][CH2:23]2)[CH:21]=[CH:20][CH:19]=[CH:18][CH:17]=1.CC1C=CC(S(O)(=O)=O)=CC=1.CC1C=CC=CC=1>O>[C:8]([C:5]1([C:10]2[CH:15]=[CH:14][CH:13]=[CH:12][N:11]=2)[CH2:6][CH2:7][C:2]([N:25]2[CH2:24][CH2:23][C:22]([C:16]3[CH:17]=[CH:18][CH:19]=[CH:20][CH:21]=3)([C:28]([O:30][CH2:31][CH3:32])=[O:29])[CH2:27][CH2:26]2)=[CH:3][CH2:4]1)#[N:9]. Procedure: A mixture of 4.5 parts of 4-oxo-1-(2-pyridinyl)cyclohexanecarbonitrile, 5.2 parts of ethyl 4-phenyl-4-piperidinecarboxylate, 1 part of 4-methylbenzenesulfonic acid and 225 parts of methylbenzene is stirred and refluxed overnight using a water-separator. The reaction mixture is evaporated and the residue is crystallized from 2-propanol, yielding 4.5 parts (45%) of ethyl 1-[4-cyano-4-(2-pyridinyl)-1-cyclohexeneyl]-4-phenyl-4-piperidinecarboxylate; mp. 160° C.